This data is from the Open Reaction Database (ORD), a public repository of structured organic reaction records. The task is: describe an organic reaction: reactants, conditions, products, and yield Reactants: O=C(O)c1ccc(NCCCCCCCCCCCCCCCCBr)cc1, Cc1ccccc1, OCC(O)CO. Yields the product O=C(OCC(O)CO)c1ccc(NCCCCCCCCCCCCCCCCBr)cc1. RXN SMILES: [Br:1][CH2:2][CH2:3][CH2:4][CH2:5][CH2:6][CH2:7][CH2:8][CH2:9][CH2:10][CH2:11][CH2:12][CH2:13][CH2:14][CH2:15][CH2:16][CH2:17][NH:18][c:19]1[cH:20][cH:21][c:22]([C:23](=[O:24])[OH:25])[cH:26][cH:27]1.[CH3:34][c:35]1[cH:36][cH:37][cH:38][cH:39][cH:40]1.[OH:28][CH2:29][CH:30]([OH:31])[CH2:32][OH:33]>>[Br:1][CH2:2][CH2:3][CH2:4][CH2:5][CH2:6][CH2:7][CH2:8][CH2:9][CH2:10][CH2:11][CH2:12][CH2:13][CH2:14][CH2:15][CH2:16][CH2:17][NH:18][c:19]1[cH:20][cH:21][c:22]([C:23](=[O:24])[O:25][CH2:32][CH:30]([CH2:29][OH:28])[OH:31])[cH:26][cH:27]1. Reactants: BrC1=C2C(=C(N=C1)OC)OC(=C2)C2(CCNCC2)OC (4-Bromo-7-methoxy-2-(4-methoxypiperidin-4-yl)furo[2,3-c]pyridine), C(=O)O (formic acid), C=O (formaldehyde). Solvent: [OH-].[Na+] (sodium hydroxide). Reaction conditions: temperature 95 celsius. Product: BrC1=C2C(=C(N=C1)OC)OC(=C2)C2(CCN(CC2)C)OC (4-Bromo-7-methoxy-2-(4-methoxy-1-methylpiperidin-4-yl)furo[2,3-c]pyridine). Reaction SMILES: [Br:1][C:2]1[CH:7]=[N:6][C:5]([O:8][CH3:9])=[C:4]2[O:10][C:11]([C:13]3([O:19][CH3:20])[CH2:18][CH2:17][NH:16][CH2:15][CH2:14]3)=[CH:12][C:3]=12.[CH:21](O)=O.C=O>[OH-].[Na+]>[Br:1][C:2]1[CH:7]=[N:6][C:5]([O:8][CH3:9])=[C:4]2[O:10][C:11]([C:13]3([O:19][CH3:20])[CH2:18][CH2:17][N:16]([CH3:21])[CH2:15][CH2:14]3)=[CH:12][C:3]=12 |f:3.4|. Reported procedure: 4-Bromo-7-methoxy-2-(4-methoxypiperidin-4-yl)furo[2,3-c]pyridine (1.2 g), formic acid (0.76 ml) and formaldehyde (37% w/w aqueous solution) (0.66 g) were combined and heated to 95° C. for 24 hours. The reaction mixture was then diluted with 2N sodium hydroxide solution (100 ml) and extracted with ethyl acetate (3×50 ml). The combined extracts were then dried over magnesium sulphate and evaporated in vacuo to give the title compound (0.96 g) as a pale yellow oil. Starting materials: [BH4-], CCO, CC(C)N1C(=O)c2ccc([N+](=O)[O-])cc2C1=O, [Na+], [Na+], [OH-], O, O, Cl[Sn]Cl. Product: CC(C)N1C(=O)c2ccc(N)cc2C1=O. As a reaction SMILES: [BH4-:1].[CH3:27][CH2:28][OH:29].[CH:3]([CH3:4])([CH3:5])[N:6]1[C:7](=[O:19])[c:8]2[cH:9][cH:10][c:11]([N+:16]([O-:17])=[O:18])[cH:12][c:13]2[C:14]1=[O:15].[Na+:26].[Na+:2].[OH-:25].[OH2:20].[OH2:21].[Sn:22]([Cl:23])[Cl:24]>>[CH:3]([CH3:4])([CH3:5])[N:6]1[C:7](=[O:19])[c:8]2[cH:9][cH:10][c:11]([NH2:16])[cH:12][c:13]2[C:14]1=[O:15]. The reactants are ClC1=C(C=CC(=C1)Cl)C=1N=C(C(=NC1CC)N[C@@H]1CN(C[C@@H]1OCC)C=1SC=CN1)CC (5-(2,4-dichlorophenyl)-N-[(3R,4S)-4-ethoxy-1-(1,3-thiazol-2-yl)pyrrolidin-3-yl]-3,6-diethylpyrazin-2-amine), BrC=1C=NC=CC1 (3-bromo pyridine). Product: ClC1=C(C=CC(=C1)Cl)C=1N=C(C(=NC1CC)N[C@@H]1CN(C[C@@H]1OCC)C=1C=NC=CC1)CC (5-(2,4-dichlorophenyl)-N-[(3R,4S)-4-ethoxy-1-pyridin-3-ylpyrrolidin-3-yl]-3,6-diethylpyrazin-2-amine). Reaction SMILES: [Cl:1][C:2]1[CH:7]=[C:6]([Cl:8])[CH:5]=[CH:4][C:3]=1[C:9]1[N:10]=[C:11]([CH2:31][CH3:32])[C:12]([NH:17][C@H:18]2[C@@H:22]([O:23][CH2:24][CH3:25])[CH2:21][N:20](C3SC=CN=3)[CH2:19]2)=[N:13][C:14]=1[CH2:15][CH3:16].Br[C:34]1[CH:35]=[N:36][CH:37]=[CH:38][CH:39]=1>>[Cl:1][C:2]1[CH:7]=[C:6]([Cl:8])[CH:5]=[CH:4][C:3]=1[C:9]1[N:10]=[C:11]([CH2:31][CH3:32])[C:12]([NH:17][C@H:18]2[C@@H:22]([O:23][CH2:24][CH3:25])[CH2:21][N:20]([C:34]3[CH:35]=[N:36][CH:37]=[CH:38][CH:39]=3)[CH2:19]2)=[N:13][C:14]=1[CH2:15][CH3:16]. Reported procedure: Following the procedure for the preparation of 5-(2,4-dichlorophenyl)-N-[(3R,4S)-4-ethoxy-1-(1,3-thiazol-2-yl)pyrrolidin-3-yl]-3,6-diethylpyrazin-2-amine but substituting 3-bromo pyridine provided the title compound as an amporphous solid: 1H NMR (400 MHz, CDCl3) δ) 7.97, 7.51, 7.46, 7.33–7.28, 7.11, 5.31, 4.92, 4.31, 3.92, 3.85, 3.78–3.33, 2.73, 2.49, 1.35–1.29, 1.16; HRMS (ESI) calcd for C25H29N5OCl2+H1 486.1827. found 486.1834. Reactants: O1N=C(C=C1)N(C(=O)OCC(Cl)(Cl)Cl)C[C@H]1CN(C(O1)=O)C1=CC(=C(C=C1)C1=CCN(CC1)C(=O)[C@H]1OC(OC1)(C)C)F (5(R)-[-N-isoxazol-3-yl-N-(2,2,2-trichloroethyloxycarbonyl)aminomethyl]-3-{3-fluoro-4-[N-(2,2-dimethyl-1,3-dioxolan-4(S)-ylcarbonyl)-1,2,5,6-tetrahydropyrid-4-yl]phenyl}oxazolidin-2-one), O (Water). Reagents/catalysts: [Zn] (zinc). The solvent is C(C)(=O)O (acetic acid). Conditions: time 10 minute. Product: O1N=C(C=C1)NC[C@H]1CN(C(O1)=O)C1=CC(=C(C=C1)C1=CCN(CC1)C([C@H](CO)O)=O)F (5(S)-Isoxazol-3-ylaminomethyl-3-[-3-fluoro-4-(1-(2(S),3-dihydroxypropanoyl)-1,2,5,6-tetrahydropyrid-4-yl)phenyl]oxazolidin-2-one). As a reaction SMILES: [O:1]1[CH:5]=[CH:4][C:3]([N:6]([CH2:15][C@@H:16]2[O:20][C:19](=[O:21])[N:18]([C:22]3[CH:27]=[CH:26][C:25]([C:28]4[CH2:33][CH2:32][N:31]([C:34]([C@@H:36]5[CH2:40][O:39]C(C)(C)[O:37]5)=[O:35])[CH2:30][CH:29]=4)=[C:24]([F:43])[CH:23]=3)[CH2:17]2)C(OCC(Cl)(Cl)Cl)=O)=[N:2]1.O>C(O)(=O)C.[Zn]>[O:1]1[CH:5]=[CH:4][C:3]([NH:6][CH2:15][C@@H:16]2[O:20][C:19](=[O:21])[N:18]([C:22]3[CH:27]=[CH:26][C:25]([C:28]4[CH2:33][CH2:32][N:31]([C:34](=[O:35])[C@@H:36]([OH:37])[CH2:40][OH:39])[CH2:30][CH:29]=4)=[C:24]([F:43])[CH:23]=3)[CH2:17]2)=[N:2]1. Procedure: To a stirred solution of 5(R)-[-N-isoxazol-3-yl-N-(2,2,2-trichloroethyloxycarbonyl)aminomethyl]-3-{3-fluoro-4-[N-(2,2-dimethyl-1,3-dioxolan-4(S)-ylcarbonyl)-1,2,5,6-tetrahydropyrid-4-yl]phenyl}oxazolidin-2-one (200 mg, 0.3 mM) in acetic acid (3 ml) was added zinc dust (195 mg, 3.0 mM). The mixture was stood in an ultrasonic bath for 10 min. then stirred vigorously for 24 hours under a nitrogen atmosphere at ambient temperature. Water (0.5 ml) was added and stirring was continued for a further 24... Starting materials: CC(C(=O)O)N1CCC=C(c2nnn[nH]2)C1, CCOC(C)=O, [H][H]. The product is CC(C(=O)O)N1CCCC(c2nnn[nH]2)C1. RXN SMILES: [C:1](=[O:2])([OH:3])[CH:4]([CH3:5])[N:6]1[CH2:7][C:8]([c:12]2[n:13][n:14][n:15][nH:16]2)=[CH:9][CH2:10][CH2:11]1.[CH3:19][CH2:20][O:21][C:22](=[O:23])[CH3:24].[H:17][H:18]>>[C:1](=[O:2])([OH:3])[CH:4]([CH3:5])[N:6]1[CH2:7][CH:8]([c:12]2[n:13][n:14][n:15][nH:16]2)[CH2:9][CH2:10][CH2:11]1. Reactants: C(C1=CC=CC=C1)N([C@@H]1[C@H](CCC1)N(C1=NC=C(N=C1)C(F)(F)F)C)CC1=CC=CC=C1 ((1S,2S)-1-N,1-N-dibenzyl-2-N-methyl-2-N-[5-(trifluoromethyl)pyrazin-2-yl]cyclopentane-1,2-diamine), [H][H] (hydrogen). The reagents and catalysts are [Pd] (palladium on carbon). The solvent is C(C)(=O)OCC (ethyl acetate), C(C)O (ethanol). The product is CN([C@@H]1[C@H](CCC1)N)C1=NC=C(N=C1)C(F)(F)F ((1S,2S)-1-N-Methyl-1-N-[5-(trifluoromethyl)pyrazin-2-yl]cyclopentane-1,2-diamine). Reaction SMILES: C([N:8](CC1C=CC=CC=1)[C@H:9]1[CH2:13][CH2:12][CH2:11][C@@H:10]1[N:14]([CH3:25])[C:15]1[CH:20]=[N:19][C:18]([C:21]([F:24])([F:23])[F:22])=[CH:17][N:16]=1)C1C=CC=CC=1.[H][H]>C(OCC)(=O)C.C(O)C.[Pd]>[CH3:25][N:14]([C:15]1[CH:20]=[N:19][C:18]([C:21]([F:24])([F:22])[F:23])=[CH:17][N:16]=1)[C@H:10]1[CH2:11][CH2:12][CH2:13][C@@H:9]1[NH2:8]. Procedure details: To a solution of (1S,2S)-1-N,1-N-dibenzyl-2-N-methyl-2-N-[5-(trifluoromethyl)pyrazin-2-yl]cyclopentane-1,2-diamine (285 mg, 0.647 mmol) in ethyl acetate (2 ml) and ethanol (1 ml) was added palladium on carbon (10% wt, 50% wet, 100 mg, 0.094 mmol). The resulting mixture was stirred under a balloon of hydrogen gas for 18 hours. The reaction was filtered through diatomaceous earth (commercially sold under the trade mark “Celite”) and concentrated in vacuo to afford the title compound.